Dataset: the Open Reaction Database (ORD), a public repository of structured organic reaction records. Task: describe an organic reaction: reactants, conditions, products, and yield Starting materials: C(C)(=O)NNC(C)=O (diacetylhydrazine), C([O-])([O-])=O.[K+].[K+] (potassium carbonate), CCOCC(Cl)Cl (2,2-dichlorodiethyl ether), solvent. The solvent is CS(=O)C (DMSO). Conditions: temperature 20 celsius. The product is C(C)(=O)N1C=COC=CN1C(C)=O (4,5-diacetyl-[1,4,5]-oxadiazepine). RXN SMILES: [C:1]([NH:4][NH:5][C:6](=[O:8])[CH3:7])(=[O:3])[CH3:2].C(=O)([O-])[O-].[K+].[K+].[CH3:15][CH2:16][O:17][CH2:18][CH:19](Cl)Cl>CS(C)=O>[C:1]([N:4]1[N:5]([C:6](=[O:8])[CH3:7])[CH:19]=[CH:18][O:17][CH:16]=[CH:15]1)(=[O:3])[CH3:2] |f:1.2.3|. Reported procedure: A mixture of 35 g of diacetylhydrazine (0.3 mol), 124.4 g or 165.8 g of ground potassium carbonate (0.9 or 1.2 mol, respectively), 85.8 g of 2,2-dichlorodiethyl ether (0.6 mol) and 560 ml of solvent (see Table 2) is heated to 125° C. and maintained at 125-130° C. or 80-90° C. (in the case of DMSO) for 5 hours. The mixture is then cooled to 20° C. and filtered, and the filtration residue is washed with the solvent. The yield is given by the content of title compound in the combined filtrate. Reactants: BrCCCNC(OC(C)(C)C)=O (tert-butyl 3-bromopropylcarbamate), O (Water), [H-].[Na+] (Sodium hydride), N1C=2N(CC1)N=CC2 (2,3-dihydro-1H-pyrazolo[1,5-a]imidazole). The solvent is CN(C)C=O (DMF), CN(C)C=O (DMF). Conditions: temperature 0 celsius, time 66 hour. Yields the product N1(C=2N(CC1)N=CC2)CCCNC(OC(C)(C)C)=O (tert-butyl 3-(2,3-dihydro-1H-pyrazolo[1,5-a]imidazol-1-yl)propylcarbamate). Isolated yield 30.9%. As a reaction SMILES: [H-].[Na+].[NH:3]1[CH2:7][CH2:6][N:5]2[N:8]=[CH:9][CH:10]=[C:4]12.Br[CH2:12][CH2:13][CH2:14][NH:15][C:16](=[O:22])[O:17][C:18]([CH3:21])([CH3:20])[CH3:19].O>CN(C=O)C>[N:3]1([CH2:12][CH2:13][CH2:14][NH:15][C:16](=[O:22])[O:17][C:18]([CH3:21])([CH3:20])[CH3:19])[CH2:7][CH2:6][N:5]2[N:8]=[CH:9][CH:10]=[C:4]12 |f:0.1|. Procedure details: Sodium hydride (60% dispersion in mineral oil, 0.3 g, 7.5 mmol) was added portion-wise to a stirred solution of 2,3-dihydro-1H-pyrazolo[1,5-a]imidazole (0.68 g, 6.19 mmol) in anhydrous DMF (5 mL) at room temperature under a nitrogen atmosphere. The mixture was cooled to 0° C. and stirred for 15 min before a solution of tert-butyl 3-bromopropylcarbamate (1.47 g, 6.19 mmol) in DMF (5 mL) was added portionwise over 5 min. The reaction was warmed to room temperature and stirred for 66 hr at room tem... The reactants are ClC1=NC(=CC(=N1)N1CC2CCC(C1)O2)Cl (3-(2,6-Dichloro-pyrimidin-4-yl)-8-oxa-3-aza-bicyclo[3.2.1]octane), I (HI), I (HI), [I-].[Na+] (Sodium iodide), I (hydrogen iodide). Run in C(Cl)(Cl)Cl (chloroform). Conditions: temperature 0 celsius, time 16 hour. The product is ClC1=CC(=NC(=N1)I)N1CC2CCC(C1)O2 (3-(6-Chloro-2-iodo-pyrimidin-4-yl)-8-oxa-3-aza-bicyclo[3.2.1]octane). Reaction SMILES: Cl[C:2]1[N:7]=[C:6]([N:8]2[CH2:14][CH:13]3[O:15][CH:10]([CH2:11][CH2:12]3)[CH2:9]2)[CH:5]=[C:4]([Cl:16])[N:3]=1.[I-:17].[Na+].I>C(Cl)(Cl)Cl>[Cl:16][C:4]1[N:3]=[C:2]([I:17])[N:7]=[C:6]([N:8]2[CH2:14][CH:13]3[O:15][CH:10]([CH2:11][CH2:12]3)[CH2:9]2)[CH:5]=1 |f:1.2|. Reported procedure: In a 20 mL scintillation vial was placed 3-(2,6-dichloropyrimidin-4-yl)-8-oxa-3-azabicyclo[3.2.1]octane (9, 780 mg, 3 mmol) in chloroform (2 ml) to give a very light yellow solution. Sodium iodide (749 mg, 5 mmol) was added to give a suspension. The mixture was cooled to 0° C. and an aqueous solution (57% w/w) of hydrogen iodide (0.356 ml, 2.70 mmol) was added, resulting in a thick yellow precipitate. The mixture was stirred at room temperature for 16 hours. LCMS indicated only a trace of produc... The reactants are C1(=CC=CC=C1)C(OC(=O)C(C)(C)ON)C1=CC=CC=C1 (O-(1-diphenylmethoxycarbonyl-1-methylethyl)hydroxylamine), NC=1SC=C(N1)C(C(=O)O)=O ((2-amino-4-thiazolyl)glyoxylic acid). Run in CO (methanol). Reaction conditions: time 12 hour. The product is NC=1SC=C(N1)/C(/C(=O)O)=N/OC(C)(C)C(=O)OC(C1=CC=CC=C1)C1=CC=CC=C1 (2-(2-amino-4-thiazolyl)-(Z)-2-[(1-diphenylmethoxycarbonyl-1-methylethoxy)imino]acetic acid). The yield is 78.3%. As a reaction SMILES: [C:1]1([CH:7]([C:16]2[CH:21]=[CH:20][CH:19]=[CH:18][CH:17]=2)[O:8][C:9]([C:11]([O:14][NH2:15])([CH3:13])[CH3:12])=[O:10])[CH:6]=[CH:5][CH:4]=[CH:3][CH:2]=1.[NH2:22][C:23]1[S:24][CH:25]=[C:26]([C:28](=O)[C:29]([OH:31])=[O:30])[N:27]=1>CO>[NH2:22][C:23]1[S:24][CH:25]=[C:26](/[C:28](=[N:15]/[O:14][C:11]([C:9]([O:8][CH:7]([C:16]2[CH:21]=[CH:20][CH:19]=[CH:18][CH:17]=2)[C:1]2[CH:2]=[CH:3][CH:4]=[CH:5][CH:6]=2)=[O:10])([CH3:13])[CH3:12])/[C:29]([OH:31])=[O:30])[N:27]=1. Reported procedure: 21.5 g of O-(1-diphenylmethoxycarbonyl-1-methylethyl)hydroxylamine and 12 g of (2-amino-4-thiazolyl)glyoxylic acid are refluxed for 3 hours in 1500 ml of methanol. The cloudy reaction mixture is filtered whilst hot, and then stirred for 12 hours at 10°. The resultant crystalline deposit is filtered off by suction and washed with methanol. 24 g (80%) of the title compound are obtained. The reactants are C(=O)(Cl)Cl (phosgene), C(=O)(Cl)Cl (phosgene), COC(C1=C(C=C(C(=C1)[N+](=O)[O-])C(F)(F)F)N)=O (2-amino-5-nitro-4-trifluoromethyl-benzoic acid methyl ester), C(=O)(Cl)Cl (phosgene). Run in C1(=CC=CC=C1)C (toluene), C1(=CC=CC=C1)C (toluene). The product is COC(C1=C(C=C(C(=C1)[N+](=O)[O-])C(F)(F)F)N=C=O)=O (2-isocyanato-5-nitro-4-trifluoromethyl-benzoic acid methyl ester). Yield: 100.0%. RXN SMILES: [CH3:1][O:2][C:3](=[O:18])[C:4]1[CH:9]=[C:8]([N+:10]([O-:12])=[O:11])[C:7]([C:13]([F:16])([F:15])[F:14])=[CH:6][C:5]=1[NH2:17].[C:19](Cl)(Cl)=[O:20]>C1(C)C=CC=CC=1>[CH3:1][O:2][C:3](=[O:18])[C:4]1[CH:9]=[C:8]([N+:10]([O-:12])=[O:11])[C:7]([C:13]([F:16])([F:15])[F:14])=[CH:6][C:5]=1[N:17]=[C:19]=[O:20]. Procedure details: To a suspension of 2-amino-5-nitro-4-trifluoromethyl-benzoic acid methyl ester (100 mg, 0.379 mmol) in dry toluene (1.5 mL) was added a solution of phosgene in toluene (20%, 1.5 mL) at −15° C. After warming to r.t., a stream of phosgene was introduced into the suspension and simultaneously heating was started. At reflux, the stream of phosgene was maintained for one hour, then replaced by a stream of argon for an additional hour. The toluene was distilled off leaving 2-isocyanato-5-nitro-4-trifl... Starting materials: ClC1=CC=C2C(=N1)N(C(N2CC(C)(C)C)=O)CC=C (5-Chloro-1-(2,2-dimethylpropyl)-3-(prop-2-en-1-yl)-1,3-dihydro-2H-imidazo[4,5-b]pyridin-2-one), C(=O)([O-])[O-].[Cs+].[Cs+] (Cs2CO3), CC1=C(C=C(C=C1)C(C)(C)O)B1OC(C(O1)(C)C)(C)C (2-[4-methyl-3-(4,4,5,5-tetramethyl-1,3,2-dioxaborolan-2-yl)phenyl]propan-2-ol). Reagents/catalysts: C(C)(C)(C)P(C(C)(C)C)(C(C)(C)C)[Pd]P(C(C)(C)C)(C(C)(C)C)C(C)(C)C (bis(tri-t-butyl-phosphino)palladium). Run in CN1CCCC1=O (NMP). Run at temperature 100 celsius. The product is CC(CN1C(N(C2=NC(=CC=C21)C2=C(C=CC(=C2)C(C)(C)O)C)CC=C)=O)(C)C (1-(2,2-Dimethylpropyl)-5-[5-(1-hydroxy-1-methylethyl)-2-methylphenyl]-3-prop-2-en-1-yl-1,3-dihydro-2H-imidazo[4,5-b]pyridin-2-one). Reaction SMILES: Cl[C:2]1[N:7]=[C:6]2[N:8]([CH2:17][CH:18]=[CH2:19])[C:9](=[O:16])[N:10]([CH2:11][C:12]([CH3:15])([CH3:14])[CH3:13])[C:5]2=[CH:4][CH:3]=1.C([O-])([O-])=O.[Cs+].[Cs+].[CH3:26][C:27]1[CH:32]=[CH:31][C:30]([C:33]([OH:36])([CH3:35])[CH3:34])=[CH:29][C:28]=1B1OC(C)(C)C(C)(C)O1>C(P([Pd]P(C(C)(C)C)(C(C)(C)C)C(C)(C)C)(C(C)(C)C)C(C)(C)C)(C)(C)C.CN1C(=O)CCC1>[CH3:13][C:12]([CH3:15])([CH3:14])[CH2:11][N:10]1[C:5]2[C:6](=[N:7][C:2]([C:32]3[CH:31]=[C:30]([C:33]([OH:36])([CH3:34])[CH3:35])[CH:29]=[CH:28][C:27]=3[CH3:26])=[CH:3][CH:4]=2)[N:8]([CH2:17][CH:18]=[CH2:19])[C:9]1=[O:16] |f:1.2.3|. Procedure details: 5-Chloro-1-(2,2-dimethylpropyl)-3-(prop-2-en-1-yl)-1,3-dihydro-2H-imidazo[4,5-b]pyridin-2-one (71-5, 100 mg, 0.36 mmol, 1.0 equiv), Cs2CO3 (1.17 g, 3.57 mmol, 10.0 equiv), 2-[4-methyl-3-(4,4,5,5-tetramethyl-1,3,2-dioxaborolan-2-yl)phenyl]propan-2-ol (225 mg, 0.82 mmol, 2.3 equiv), and bis(tri-t-butyl-phosphino)palladium (18.3 mg, 0.04 mmol, 0.1 equiv) were added to anhydrous NMP (4 mL). The resulting suspension was warmed to 100° C. for 20 min in a microwave emitter. Following this duration, the... The yield is 101.5%. Reactants: C(C)(C)(C)OC(=O)NC1(CCCC1)C1=C(C=C2C(C(=CN(C2=C1OC)C1CC1)C(=O)OCC)=O)F (ethyl 7-(1-t-butoxycarbonylaminocyclo-pentyl)-l-cyclopropyl-6-fluoro-8-methoxy-1,4-dihydro-4-oxo-3-quinolinecarboxylate), aqueous solution, [OH-].[Na+] (sodium hydroxide). Procedure details: 2.3 g of ethyl 7-(1-t-butoxycarbonylaminocyclo-pentyl)-l-cyclopropyl-6-fluoro-8-methoxy-1,4-dihydro-4-oxo-3-quinolinecarboxylate was suspended 40 ml of ethanol. Then 40 ml of a 1N aqueous solution of sodium hydroxide was added thereto and the resulting mixture was stirred at room temperature for 15 hours. After removing the solvent under reduced pressure, the mixture was acidified by adding methylene chloride and 2N HCl. The organic layer was collected, washed with water and dried over anhydrous... RXN SMILES: [C:1]([O:5][C:6]([NH:8][C:9]1([C:14]2[C:23]([O:24][CH3:25])=[C:22]3[C:17]([C:18](=[O:34])[C:19]([C:29]([O:31]CC)=[O:30])=[CH:20][N:21]3[CH:26]3[CH2:28][CH2:27]3)=[CH:16][C:15]=2[F:35])[CH2:13][CH2:12][CH2:11][CH2:10]1)=[O:7])([CH3:4])([CH3:3])[CH3:2].[OH-].[Na+]>C(O)C>[C:1]([O:5][C:6]([NH:8][C:9]1([C:14]2[C:23]([O:24][CH3:25])=[C:22]3[C:17]([C:18](=[O:34])[C:19]([C:29]([OH:31])=[O:30])=[CH:20][N:21]3[CH:26]3[CH2:27][CH2:28]3)=[CH:16][C:15]=2[F:35])[CH2:13][CH2:12][CH2:11][CH2:10]1)=[O:7])([CH3:4])([CH3:2])[CH3:3] |f:1.2|. Product: C(C)(C)(C)OC(=O)NC1(CCCC1)C1=C(C=C2C(C(=CN(C2=C1OC)C1CC1)C(=O)O)=O)F (7-(1-t-butoxycarbonylaminocyclopentyl)-1-cyclo-propyl-6-fluoro-8-methoxy-1,4-dihydro-4-oxo-3-quinolinecar-boxylic acid). Solvent: C(C)O (ethanol). Run at time 15 hour. Starting materials: Br, COCCn1c(=N)sc2ccccc21, Cc1ccc(C(=O)O)cc1F. The product is COCCn1c(=NC(=O)c2ccc(C)c(F)c2)sc2ccccc21. Reaction SMILES: [BrH:1].[CH3:2][O:3][CH2:4][CH2:5][n:6]1[c:7](=[NH:15])[s:8][c:9]2[c:10]1[cH:11][cH:12][cH:13][cH:14]2.[F:16][c:17]1[c:18]([CH3:26])[cH:19][cH:20][c:21]([C:22](=[O:23])[OH:24])[cH:25]1>>[CH3:2][O:3][CH2:4][CH2:5][n:6]1[c:7](=[N:15][C:22]([c:21]2[cH:20][cH:19][c:18]([CH3:26])[c:17]([F:16])[cH:25]2)=[O:23])[s:8][c:9]2[c:10]1[cH:11][cH:12][cH:13][cH:14]2. Reactants: CC(c1ccccc1)N1CCOC(c2ccc(Br)cc2)C1, CC(C)(C)P(c1ccccc1-c1ccccc1)C(C)(C)C, CC(=O)[O-], CC(=O)[O-], CC(C)(C)[O-], CC(C)(C)O, NC1CCOC1, [Na+], [Pd+2], Cc1ccc(S(=O)(=O)O)cc1. The product is CC(c1ccccc1)N1CCOC(c2ccc(NC3CCOC3)cc2)C1. As a reaction SMILES: [Br:18][c:19]1[cH:20][cH:21][c:22]([CH:25]2[O:26][CH2:27][CH2:28][N:29]([CH:31]([CH3:32])[c:33]3[cH:34][cH:35][cH:36][cH:37][cH:38]3)[CH2:30]2)[cH:23][cH:24]1.[C:39]([P:40]([C:41]([CH3:42])([CH3:43])[CH3:44])[c:45]1[cH:46][cH:47][cH:48][cH:49][c:50]1-[c:51]1[cH:52][cH:53][cH:54][cH:55][cH:56]1)([CH3:57])([CH3:58])[CH3:59].[C:71]([O-:72])(=[O:73])[CH3:74].[C:76]([O-:77])(=[O:78])[CH3:79].[CH3:60][C:61]([CH3:62])([O-:63])[CH3:64].[CH3:66][C:67]([OH:68])([CH3:69])[CH3:70].[NH2:12][CH:13]1[CH2:14][O:15][CH2:16][CH2:17]1.[Na+:65].[Pd+2:75].[c:1]1([CH3:2])[cH:3][cH:4][c:5]([S:6]([OH:7])(=[O:8])=[O:9])[cH:10][cH:11]1>>[NH:12]([CH:13]1[CH2:14][O:15][CH2:16][CH2:17]1)[c:19]1[cH:20][cH:21][c:22]([CH:25]2[O:26][CH2:27][CH2:28][N:29]([CH:31]([CH3:32])[c:33]3[cH:34][cH:35][cH:36][cH:37][cH:38]3)[CH2:30]2)[cH:23][cH:24]1.